Dataset: the Open Reaction Database (ORD), a public repository of structured organic reaction records. Task: describe an organic reaction: reactants, conditions, products, and yield The reactants are CCCCn1cc(C(=O)C2CCCC2)cc1C(=O)O, Nc1nccs1. The product is CCCCn1cc(C(=O)C2CCCC2)cc1C(=O)Nc1nccs1. RXN SMILES: [CH:1]1([C:6](=[O:7])[c:8]2[cH:9][c:10]([C:17](=[O:18])[OH:19])[n:11]([CH2:13][CH2:14][CH2:15][CH3:16])[cH:12]2)[CH2:2][CH2:3][CH2:4][CH2:5]1.[NH2:20][c:21]1[s:22][cH:23][cH:24][n:25]1>>[CH:1]1([C:6](=[O:7])[c:8]2[cH:9][c:10]([C:17](=[O:19])[NH:20][c:21]3[s:22][cH:23][cH:24][n:25]3)[n:11]([CH2:13][CH2:14][CH2:15][CH3:16])[cH:12]2)[CH2:2][CH2:3][CH2:4][CH2:5]1. Reactants: CC=1C=CC=CC1C(=O)NC=2C=CC(=C(C2)C)C(=O)N3CCCC(C4=C3C=CC(=C4)Cl)O (Tolvaptan), ClCCN=C=O (2-Chloroethyl isocyanate). The reagents and catalysts are CN(C1=CC=NC=C1)C (4-dimethylaminopyridine). Run in C1(=CC=CC=C1)C (toluene). Conditions: temperature 80 celsius, time 24 hour. Product: ClC1=CC2=C(N(CCCC2OC(NCCCl)=O)C(C2=C(C=C(C=C2)NC(C2=C(C=CC=C2)C)=O)C)=O)C=C1 ({7-chloro-1-[2-methyl-4-(2-methyl-benzoylamino)-benzoyl]-2,3,4,5-tetrahydro-1H-benzo[b]azepin-5-yl}(2-chloroethyl)carbamate). The yield is 82.0%. RXN SMILES: [CH3:1][C:2]1[CH:3]=[CH:4][CH:5]=[CH:6][C:7]=1[C:8]([NH:10][C:11]1[CH:12]=[CH:13][C:14]([C:18]([N:20]2[C:26]3[CH:27]=[CH:28][C:29]([Cl:31])=[CH:30][C:25]=3[CH:24]([OH:32])[CH2:23][CH2:22][CH2:21]2)=[O:19])=[C:15]([CH3:17])[CH:16]=1)=[O:9].[Cl:33][CH2:34][CH2:35][N:36]=[C:37]=[O:38]>C1(C)C=CC=CC=1.CN(C)C1C=CN=CC=1>[Cl:31][C:29]1[CH:28]=[CH:27][C:26]2[N:20]([C:18](=[O:19])[C:14]3[CH:13]=[CH:12][C:11]([NH:10][C:8](=[O:9])[C:7]4[CH:6]=[CH:5][CH:4]=[CH:3][C:2]=4[CH3:1])=[CH:16][C:15]=3[CH3:17])[CH2:21][CH2:22][CH2:23][CH:24]([O:32][C:37](=[O:38])[NH:36][CH2:35][CH2:34][Cl:33])[C:25]=2[CH:30]=1. Procedure: Tolvaptan (1.0 g, 2.2 mmol) was suspended in toluene (7 ml). 2-Chloroethyl isocyanate (0.28 ml, 3.3 mmol) and 4-dimethylaminopyridine (DMAP) (27 mg, 0.22 mmol) were added thereto, and the mixture was stirred at 80° C. for 24 hours. After cooling to room temperature, the insoluble materials were filtered off and washed with ethyl acetate. The filtrate was concentrated under reduced pressure. The residue was purified by silica gel flash chromatography (n-hexane:ethyl acetate=54:46→33:67). The puri... Reactants: CC#N (MeCN), CCN(C(C)C)C(C)C (DIPEA), FC(S(=O)(=O)OCC(F)F)(F)F (2,2-difluoroethyl trifluoromethanesulfonate), C(C)(C)(C)C=1C=C(N(N1)C1=CC=C(C=C1)C)NC(=O)N[C@H]1CC[C@H](C2=CC=CC=C12)OC=1C=CC=2N(C1)C(=NN2)CC2CCNCC2 (1-(5-tert-Butyl-2-p-tolyl-2H-pyrazol-3-yl)-3-[(1S,4R)-4-(3-piperidin-4-ylmethyl-[1,2,4]triazolo[4,3-a]pyridin-6-yloxy)-1,2,3,4-tetrahydro-naphthalen-1-yl]-urea), CCN(C(C)C)C(C)C (DIPEA), FC(S(=O)(=O)OCC(F)F)(F)F (2,2-difluoroethyl trifluoromethane-sulfonate). Solvent: O (H2O), O (Water), C(Cl)Cl.CO (DCM MeOH). Conditions: time 2 hour. Yields the product [NH4+].[OH-] (NH4OH), C(C)(C)(C)C=1C=C(N(N1)C1=CC=C(C=C1)C)NC(=O)N[C@H]1CC[C@H](C2=CC=CC=C12)OC=1C=CC=2N(C1)C(=NN2)CC2CCN(CC2)CC(F)F (1-(5-tert-Butyl-2-p-tolyl-2H-pyrazol-3-yl)-3-((1S,4R)-4-{3-[1-(2,2-difluoro-ethyl)-piperidin-4-ylmethyl]-[1,2,4]triazolo[4,3-a]pyridin-6-yloxy}-1,2,3,4-tetrahydro-naphthalen-1-yl)-urea). Yield: 0.1%. As a reaction SMILES: [C:1]([C:5]1[CH:6]=[C:7]([NH:17][C:18]([NH:20][C@@H:21]2[C:30]3[C:25](=[CH:26][CH:27]=[CH:28][CH:29]=3)[C@H:24]([O:31][C:32]3[CH:33]=[CH:34][C:35]4[N:36]([C:38]([CH2:41][CH:42]5[CH2:47][CH2:46][NH:45][CH2:44][CH2:43]5)=[N:39][N:40]=4)[CH:37]=3)[CH2:23][CH2:22]2)=[O:19])[N:8]([C:10]2[CH:15]=[CH:14][C:13]([CH3:16])=[CH:12][CH:11]=2)[N:9]=1)([CH3:4])([CH3:3])[CH3:2].CCN(C(C)C)C(C)C.FC(F)(F)S(O[CH2:63][CH:64]([F:66])[F:65])(=O)=O.CC#N>C(Cl)Cl.CO.O>[NH4+:8].[OH-:19].[C:1]([C:5]1[CH:6]=[C:7]([NH:17][C:18]([NH:20][C@@H:21]2[C:30]3[C:25](=[CH:26][CH:27]=[CH:28][CH:29]=3)[C@H:24]([O:31][C:32]3[CH:33]=[CH:34][C:35]4[N:36]([C:38]([CH2:41][CH:42]5[CH2:43][CH2:44][N:45]([CH2:63][CH:64]([F:66])[F:65])[CH2:46][CH2:47]5)=[N:39][N:40]=4)[CH:37]=3)[CH2:23][CH2:22]2)=[O:19])[N:8]([C:10]2[CH:11]=[CH:12][C:13]([CH3:16])=[CH:14][CH:15]=2)[N:9]=1)([CH3:4])([CH3:2])[CH3:3] |f:4.5,7.8|. Procedure: To an orange solution of Intermediate 22d (58 mg, 0.0917 mmol) and DIPEA (0.0319 mL, 0.183 mmol) in DCM-MeOH (4:1, 2.5 mL), was added 2,2-difluoroethyl trifluoromethane-sulfonate (Fluorochem, 29.4 mg, 0.138 mmol) and the solution stirred at RT for 2 h. DIPEA (0.0319 mL, 0.183 mmol) and 2,2-difluoroethyl trifluoromethanesulfonate (29.4 mg, 0.138 mmol) were added sequentially, and the pale green solution stirred at RT for 1 h. Water (2 mL) was added and the mixture extracted with DCM (2×3 mL). The... Starting materials: [OH-].[Na+] (sodium hydroxide), C(C)(C)(C)OC(=O)N(CCC(=O)OCC)C (ethyl 3-(tert-butoxycarbonyl(methyl)amino)propanoate). Solvent: O (water), C1CCOC1 (THF), CCO (EtOH). Reaction conditions: time 3 hour. Yields the product C(C)(C)(C)OC(=O)N(CCC(=O)O)C (3-(tert-butoxycarbonyl(methyl)amino)propanoic acid). The yield is 73.1%. RXN SMILES: [OH-].[Na+].[C:3]([O:7][C:8]([N:10]([CH3:18])[CH2:11][CH2:12][C:13]([O:15]CC)=[O:14])=[O:9])([CH3:6])([CH3:5])[CH3:4]>C1COCC1.CCO.O>[C:3]([O:7][C:8]([N:10]([CH3:18])[CH2:11][CH2:12][C:13]([OH:15])=[O:14])=[O:9])([CH3:6])([CH3:5])[CH3:4] |f:0.1|. Procedure: To a mixture of sodium hydroxide (112 g, 2.8 mol) in THF (1200 mL) and EtOH (1800 mL) was added ethyl 3-(tert-butoxycarbonyl(methyl)amino)propanoate (300 g, 1.4 mol). The resulting mixture was stirred for 3 h. The mixture was diluted with water (1000 mL) and evaporated to remove volatiles. The water phase was washed with CH2Cl2 (800 mL×3). The inorganic layer was cooled in an ice bath and acidified with 1 N HCl until the pH was adjusted to 1-2. CH2Cl2 (1000 mL×4) was quickly added to extract the... The reactants are C(C=C)(=O)OCC12CC3(CC(CC(C1)C3)C2)O (1-acryloyloxymethyl-3-adamantanol), COC(=O)C12CC3(CC(CC(C1)C3)C2)O (1-methoxycarbonyl-3-hydroxyadamantane). Yields the product COC(=O)C12CC3(CC(CC(C1)C3)C2)OC(C=C)=O (1-methoxycarbonyl-3-acryloyloxyadamantane). Isolated yield 87.0%. As a reaction SMILES: [C:1](OCC12CC3CC(CC(O)(C3)C1)C2)(=[O:4])[CH:2]=[CH2:3].[CH3:18][O:19][C:20]([C:22]12[CH2:31][CH:26]3[CH2:27][CH:28]([CH2:30][C:24]([OH:32])([CH2:25]3)[CH2:23]1)[CH2:29]2)=[O:21]>>[CH3:18][O:19][C:20]([C:22]12[CH2:31][CH:26]3[CH2:27][CH:28]([CH2:30][C:24]([O:32][C:1](=[O:4])[CH:2]=[CH2:3])([CH2:25]3)[CH2:23]1)[CH2:29]2)=[O:21]. Reported procedure: The reaction was conducted in the same manner as the step of Example 36 (2) except that 1-methoxycarbonyl-3-hydroxyadamantane was used instead of the 1,3-dicarboxy-5-adamantanol, and, as a result, a 1-methoxycarbonyl-3-acryloyloxyadamantane (yield: 87%, white solid) was obtained. Reactants: C(C)NC(NC1=CC=C(C(=O)OC)C=C1)=S (methyl 4-(3-ethylthioureido)benzoate), BrCC(=O)C1=CC=CC=C1 (2-bromoacetophenone). Solvent: CO (MeOH). Yields the product C(C)N1/C(/SC=C1C1=CC=CC=C1)=N/C1=CC=C(C(=O)OC)C=C1 ((Z)-methyl 4-(3-ethyl-4-phenylthiazol-2(3H)-ylideneamino)benzoate). As a reaction SMILES: [CH2:1]([NH:3][C:4](=[S:16])[NH:5][C:6]1[CH:15]=[CH:14][C:9]([C:10]([O:12][CH3:13])=[O:11])=[CH:8][CH:7]=1)[CH3:2].Br[CH2:18][C:19]([C:21]1[CH:26]=[CH:25][CH:24]=[CH:23][CH:22]=1)=O>CO>[CH2:1]([N:3]1[C:19]([C:21]2[CH:26]=[CH:25][CH:24]=[CH:23][CH:22]=2)=[CH:18][S:16]/[C:4]/1=[N:5]\[C:6]1[CH:15]=[CH:14][C:9]([C:10]([O:12][CH3:13])=[O:11])=[CH:8][CH:7]=1)[CH3:2]. Reported procedure: A solution of methyl 4-(3-ethylthioureido)benzoate (2-3) (50 mg, 0.19 mmol) and 2-bromoacetophenone (39.8 mg, 0.20 mmol) in MeOH (1 mL) is heated to 80° C. for 2 hours and then cooled to room temperature and concentrated to provide (Z)-methyl 4-(3-ethyl-4-phenylthiazol-2(3H)-ylideneamino)benzoate (2-4). Starting materials: Cl.[Si](C1=CC=CC=C1)(C1=CC=CC=C1)(C(C)(C)C)O[C@@H]([C@@H]1C[NH2+]CCC1)C=1SC=CN1 ((S)-3-[(S)-(tert-butyldiphenylsilanyloxy)thiazol-2-yl-methyl]piperidinium hydrochloride), C(C)(=O)OCC (ethyl acetate), [OH-].[Na+] (sodium hydroxide). Solvent: CO (methanol), O (water). Product: [Si](C1=CC=CC=C1)(C1=CC=CC=C1)(C(C)(C)C)O[C@@H]([C@@H]1CNCCC1)C=1SC=CN1 ((S)-3-[(S)-(tert-butyldiphenylsilanyloxy)thiazol-2-ylmethyl]piperidine). RXN SMILES: Cl.[Si:2]([O:19][C@H:20]([C:27]1[S:28][CH:29]=[CH:30][N:31]=1)[C@H:21]1[CH2:26][CH2:25][CH2:24][NH2+:23][CH2:22]1)([C:15]([CH3:18])([CH3:17])[CH3:16])([C:9]1[CH:14]=[CH:13][CH:12]=[CH:11][CH:10]=1)[C:3]1[CH:8]=[CH:7][CH:6]=[CH:5][CH:4]=1.[OH-].[Na+].C(OCC)(=O)C>CO.O>[Si:2]([O:19][C@H:20]([C:27]1[S:28][CH:29]=[CH:30][N:31]=1)[C@H:21]1[CH2:26][CH2:25][CH2:24][NH:23][CH2:22]1)([C:15]([CH3:18])([CH3:17])[CH3:16])([C:9]1[CH:10]=[CH:11][CH:12]=[CH:13][CH:14]=1)[C:3]1[CH:8]=[CH:7][CH:6]=[CH:5][CH:4]=1 |f:0.1,2.3|. Reported procedure: 30 ml of hydrogen chloride (4 M in 1,4-dioxane) were added dropwise at +5° C. to a solution of 1.08 g (2.0 mmol) of tert-butyl (S)-3-[(S)-(tert-butyldiphenylsilanyloxy)thiazol-2-ylmethyl]-piperidine-1-carboxylate in 30 ml of dichloromethane. The reaction mixture was stirred at room temperature for 2 hours. Evaporation gave 1.03 g of (S)-3-[(S)-(tert-butyldiphenylsilanyloxy)thiazol-2-yl-methyl]piperidinium hydrochloride; HPLC/MS (M+H)+=437; rotation value in methanol [α]20D=−18.1°. The hydrochlor...